The task is: describe an organic reaction: reactants, conditions, products, and yield. This data is from the Open Reaction Database (ORD), a public repository of structured organic reaction records. Reactants: ice water, CN(C1=CC=CC=C1)C (dimethylaniline), [Cl-].[Al+3].[Cl-].[Cl-] (aluminium chloride), COC[C@@H]1CN(C(O1)=O)C1=NSC2=C1C=CC(=C2)OCC2=CC=CC=C2 ((S)-5-methoxymethyl-3-[6-(phenylmethoxy)-1,2-benzisothiazol-3-yl]oxazolidin-2-one). The solvent is ClCCl (dichloromethane). Reaction conditions: temperature -8 celsius. Product: COC[C@@H]1CN(C(O1)=O)C1=NSC2=C1C=CC(=C2)O ((S)-5-Methoxymethyl-3-(6-hydroxy-1,2-benzisothiazol-3-yl)oxazolidin-2-one). The yield is 88.1%. As a reaction SMILES: CN(C)C1C=CC=CC=1.[Cl-].[Al+3].[Cl-].[Cl-].[CH3:14][O:15][CH2:16][C@H:17]1[O:21][C:20](=[O:22])[N:19]([C:23]2[C:27]3[CH:28]=[CH:29][C:30]([O:32]CC4C=CC=CC=4)=[CH:31][C:26]=3[S:25][N:24]=2)[CH2:18]1>ClCCl>[CH3:14][O:15][CH2:16][C@H:17]1[O:21][C:20](=[O:22])[N:19]([C:23]2[C:27]3[CH:28]=[CH:29][C:30]([OH:32])=[CH:31][C:26]=3[S:25][N:24]=2)[CH2:18]1 |f:1.2.3.4|. Procedure details: 8.7 ml (68 mmol) of dimethylaniline and 6.9 g (0.051 mol) of aluminium chloride are added in three portions over 4 hours to a solution of 2.10 g (5.67 mmol) of (S)-5-methoxymethyl-3-[6-(phenylmethoxy)-1,2-benzisothiazol-3-yl]oxazolidin-2-one in 76 ml of dichloromethane, which solution is cooled at -8° C. The mixture is poured into ice-water and the product is extracted with dichloromethane. The organic phase is dried over sodium sulphate and concentrated under reduced pressure. After purificatio... The reactants are C(C1=CC=CC=C1)NC(=O)C1=C(C2=C(C[C@@]3(CCN(C[C@H]3C2)C)C2=CC(=CC=C2)OC)N1)C ((±)-trans-2-benzylaminocarbonyl-3,6-dimethyl-8a-(3-methoxyphenyl)-4,4a,5,6,7,8,8a,9-octahydro-1H-pyrrolo[2,3-g]isoquinoline), B(Br)(Br)Br (boron tribromide), Cl.CCOCC (HCl Et2O). Solvent: CO (MeOH). Product: Cl.C(C1=CC=CC=C1)NC(=O)C1=C(C2=C(C[C@@]3(CCN(C[C@H]3C2)C)C2=CC(=CC=C2)O)N1)C ((±)-trans-2-Benzylaminocarbonyl-3,6-dimethyl-8a-(3-hydroxyphenyl)-4,4a,5,6,7,8,8a,9-octahydro-1H-pyrrolo[2,3-g]isoquinoline hydrochloride). RXN SMILES: [CH2:1]([NH:8][C:9]([C:11]1[NH:32][C:14]2[CH2:15][C@@:16]3([C:24]4[CH:29]=[CH:28][CH:27]=[C:26]([O:30]C)[CH:25]=4)[C@H:21]([CH2:22][C:13]=2[C:12]=1[CH3:33])[CH2:20][N:19]([CH3:23])[CH2:18][CH2:17]3)=[O:10])[C:2]1[CH:7]=[CH:6][CH:5]=[CH:4][CH:3]=1.B(Br)(Br)Br.[ClH:38].CCOCC>CO>[ClH:38].[CH2:1]([NH:8][C:9]([C:11]1[NH:32][C:14]2[CH2:15][C@@:16]3([C:24]4[CH:29]=[CH:28][CH:27]=[C:26]([OH:30])[CH:25]=4)[C@H:21]([CH2:22][C:13]=2[C:12]=1[CH3:33])[CH2:20][N:19]([CH3:23])[CH2:18][CH2:17]3)=[O:10])[C:2]1[CH:3]=[CH:4][CH:5]=[CH:6][CH:7]=1 |f:2.3,5.6|. Procedure details: 0.38 g of (±)-trans-2-benzylaminocarbonyl-3,6-dimethyl-8a-(3-methoxyphenyl)-4,4a,5,6,7,8,8a,9-octahydro-1H-pyrrolo[2,3-g]isoquinoline were treated with 0.55 ml (5.7 mmol) of boron tribromide as described in example 2. The residue was dissolved in MeOH and the solution brought to acidic pH with HCl/Et2O. The solvent was evaporated in vacuo and the solid crystallised from a mixture of acetone/MeOH=1:1, yielding 0.15 g of the title compound. M.p.=297°-299° C. C27H31N3 O2.HCl I.R. (KBr): 3290, 2910,... Starting materials: [Cl-].ClC1=C(C=CC2=CC(=CC=C12)C#N)OCC[NH3+] (2-[(1-chloro-6-cyanonaphthalen-2-yl)oxy]ethanaminium chloride), ClC1=C(SC=C1)C=O (chlorothiophen-2-carbaldehyde). Yields the product ClC1=C2C=CC(=CC2=CC=C1OCCNCC=1SC(=CC1)Cl)C#N (5-chloro-6-(2-{[(5-chlorothiophen-2-yl)methyl]amino}ethoxy)naphthalene-2-carbonitrile). The yield is 63.0%. RXN SMILES: [Cl-:1].[Cl:2][C:3]1[C:12]2[C:7](=[CH:8][C:9]([C:13]#[N:14])=[CH:10][CH:11]=2)[CH:6]=[CH:5][C:4]=1[O:15][CH2:16][CH2:17][NH3+:18].Cl[C:20]1[CH:24]=[CH:23][S:22][C:21]=1[CH:25]=O>>[Cl:2][C:3]1[C:4]([O:15][CH2:16][CH2:17][NH:18][CH2:25][C:21]2[S:22][C:23]([Cl:1])=[CH:24][CH:20]=2)=[CH:5][CH:6]=[C:7]2[C:12]=1[CH:11]=[CH:10][C:9]([C:13]#[N:14])=[CH:8]2 |f:0.1|. Reported procedure: Prepared from 2-[(1-chloro-6-cyanonaphthalen-2-yl)oxy]ethanaminium chloride and 5 chlorothiophen-2-carbaldehyde in 63% yield as a yellow solid. Starting materials: FC1=C(C=C(C=C1)CC#N)OCC(F)(F)F ([4-fluoro-3-(2,2,2-trifluoro-ethoxy)-phenyl]-acetonitrile), [NH4+].[OH-] (NH4OH). Solvent: O1CCCC1 (tetrahydrofuran). Product: solvent, FC1=C(C=C(C=C1)CCN)OCC(F)(F)F (2-[4-Fluoro-3-(2,2,2-trifluoro-ethoxy)-phenyl]-ethylamine). The yield is 80.0%. Reaction SMILES: [F:1][C:2]1[CH:7]=[CH:6][C:5]([CH2:8][C:9]#[N:10])=[CH:4][C:3]=1[O:11][CH2:12][C:13]([F:16])([F:15])[F:14].[NH4+].[OH-]>O1CCCC1>[F:1][C:2]1[CH:7]=[CH:6][C:5]([CH2:8][CH2:9][NH2:10])=[CH:4][C:3]=1[O:11][CH2:12][C:13]([F:14])([F:16])[F:15] |f:1.2|. Procedure: 800 mg (10 mmol) of borane-methyl sulfide complex were added to a solution of 1.23 g (5.27 mmol) of [4-fluoro-3-(2,2,2-trifluoro-ethoxy)-phenyl]-acetonitrile in 50 ml of dry tetrahydrofuran. The reaction mixture was refluxed for 4 hours. Solvent was removed and then water was added. A first extraction with diethyl ether allowed to partially purify the crude reaction mixture. The resulting aqueous layer was then basified with NH4OH, and the product was extracted with dichloromethane. After remova... Reactants: C(C)(C)(C)OC(=O)N1[C@@H](CC(C1)=NOCC1=CC(=C(C=C1)Cl)Cl)C(=O)O ((2S,4EZ)-1-(tert-butoxycarbonyl)-4-{[(3,4-dichlorobenzyl)oxy]imino}-2-pyrrolidinecarboxylic acid), COCC(=O)Cl (methoxyacetyl chloride), C1(CC1)N (cyclopropylamine). Yields the product C1(CC1)NC(=O)[C@H]1N(CC(C1)=NOCC1=CC(=C(C=C1)Cl)Cl)C(COC)=O ((2S,4EZ)-N-cyclopropyl-4-{[(3,4-dichlorobenzyl)oxy]imino}-1-(methoxyacetyl)-2-pyrrolidinecarboxamide). As a reaction SMILES: C(O[C:6]([N:8]1[CH2:12][C:11](=[N:13][O:14][CH2:15][C:16]2[CH:21]=[CH:20][C:19]([Cl:22])=[C:18]([Cl:23])[CH:17]=2)[CH2:10][C@H:9]1[C:24]([OH:26])=O)=[O:7])(C)(C)C.[CH3:27][O:28][CH2:29]C(Cl)=O.[CH:33]1([NH2:36])[CH2:35][CH2:34]1>>[CH:33]1([NH:36][C:24]([C@@H:9]2[CH2:10][C:11](=[N:13][O:14][CH2:15][C:16]3[CH:21]=[CH:20][C:19]([Cl:22])=[C:18]([Cl:23])[CH:17]=3)[CH2:12][N:8]2[C:6](=[O:7])[CH2:29][O:28][CH3:27])=[O:26])[CH2:35][CH2:34]1. Reported procedure: Following the general method as outlined in Example 22, starting from (2S,4EZ)-1-(tert-butoxycarbonyl)-4-{[(3,4-dichlorobenzyl)oxy]imino}-2-pyrrolidinecarboxylic acid, methoxyacetyl chloride, and cyclopropylamine the title compound was obtained in 54% purity by LC/MS. MS(ESI+): m/z=414.6. Starting materials: CC1(C2=C(C(=CC=C2)P(C3=CC=CC=C3)C4=CC=CC=C4)OC5=C(C=CC=C51)P(C6=CC=CC=C6)C7=CC=CC=C7)C (XantPhos), ClC1=C2N(C(C(=C1)NC1=CC(=NC=N1)NC(=O)C1CC1)=O)C(NC2=O)(C)C2=CC(=CC=C2)F (N-[6-[[8-chloro-3-(3-fluorophenyl)-3-methyl-1,5-dioxo-2H-imidazo[1,5-a]pyridin-6-yl]amino]pyrimidin-4-yl]cyclopropanecarboxamide), ClC1=C2N(C(C(=C1)N(C1=NC=NC=C1)CC1=CC=C(C=C1)OC)=O)C1(N(C2=O)CC2=CC=C(C=C2)OC)CCCCC1 (8′-chloro-2′-(4-methoxybenzyl)-6′-((4-methoxybenzyl)(pyrimidin-4-yl)amino)-2′H-spiro[cyclohexane-1,3′-imidazo[1,5-a]pyridine]-1′,5′-dione), P(=O)([O-])([O-])[O-].[K+].[K+].[K+] (potassium phosphate). The reagents and catalysts are C=1C=CC(=CC1)/C=C/C(=O)/C=C/C2=CC=CC=C2.C=1C=CC(=CC1)/C=C/C(=O)/C=C/C2=CC=CC=C2.C=1C=CC(=CC1)/C=C/C(=O)/C=C/C2=CC=CC=C2.[Pd].[Pd] (Pd2(dba)3). The solvent is C(C)(C)(C)O (tert-butanol). Conditions: temperature 90 celsius. Product: ClC1=C2N(C(C(=C1)NC1=C3C(=NC=N1)NN=C3)=O)C3(CCCCC3)NC2=O (8-chloro-6-(1H-pyrazolo[3,4-d]pyrimidin-4-ylamino)spiro[2H-imidazo[1,5-a]pyridine-3,1′-cyclohexane]-1,5-dione). Reaction SMILES: [Cl:1][C:2]1[CH:7]=[C:6]([NH:8][C:9]2[N:14]=[CH:13][N:12]=[C:11]([NH:15]C(C3CC3)=O)[CH:10]=2)[C:5](=[O:21])[N:4]2[C:22]([C:27]3C=[CH:31][CH:30]=[C:29](F)[CH:28]=3)(C)[NH:23][C:24](=[O:25])[C:3]=12.ClC1C=C(N(CC2C=CC(OC)=CC=2)C2C=CN=CN=2)C(=O)[N:37]2C3(CCCCC3)N(CC3C=CC(OC)=CC=3)C(=O)[C:36]=12.P([O-])([O-])([O-])=O.[K+].[K+].[K+].CC1(C)C2C(=C(P(C3C=CC=CC=3)C3C=CC=CC=3)C=CC=2)OC2C(P(C3C=CC=CC=3)C3C=CC=CC=3)=CC=CC1=2>C(O)(C)(C)C.C1C=CC(/C=C/C(/C=C/C2C=CC=CC=2)=O)=CC=1.C1C=CC(/C=C/C(/C=C/C2C=CC=CC=2)=O)=CC=1.C1C=CC(/C=C/C(/C=C/C2C=CC=CC=2)=O)=CC=1.[Pd].[Pd]>[Cl:1][C:2]1[CH:7]=[C:6]([NH:8][C:9]2[N:14]=[CH:13][N:12]=[C:11]3[NH:15][N:37]=[CH:36][C:10]=23)[C:5](=[O:21])[N:4]2[C:22]3([NH:23][C:24](=[O:25])[C:3]=12)[CH2:27][CH2:28][CH2:29][CH2:30][CH2:31]3 |f:2.3.4.5,8.9.10.11.12|. Procedure details: To a suspension of 6-bromo-8-chloro-spiro[2H-imidazo[1,5-a]pyridine-3,1′-cyclohexane]-1,5-dione (1, 0.5 g, 1.51 mmol), 1H-pyrazolo[3,4-d]pyrimidin-4-amine (2, 0.2 g, 1.51 mmol) in tert-butanol (20 mL) in a vial, potassium phosphate (0.96 g, 4.54 mmol) was added and the reaction mixture was degassed with argon for 15 min. To this mixture XantPhos (4 mg, 0.08 mmol) and Pd2(dba)3 (7 mg, 0.08 mmol) was added and the reaction mixture was further degassed with argon for 5 min. The reaction mixture was... Yield: 98.0%. The solvent is C1CCOC1 (THF). Reaction conditions: time 18 hour. Starting materials: O.[OH-].[Li+] (Lithium hydroxide monohydrate), O (water), C(C)OC(=O)C=1C=NN(C1)C1=NC2=CC3=C(C=C2C(N1)=O)CCC3 (1-(4-oxo-4,6,7,8-tetrahydro-3H-cyclopenta[g]quinazolin-2-yl)-1H-pyrazole-4-carboxylic acid ethyl ester), C(C)OC(=O)C=1C=NN(C1)C1=NC=2C=CC3=C(C2C(N1)=O)CCC3 (1-(1-oxo-2,7,8,9-tetrahydro-1H-cyclopenta[f]quinazolin-3-yl)-1H-pyrazole-4-carboxylic acid ethyl ester). The product is O=C1NC(=NC=2C=CC3=C(C12)CCC3)N3N=CC(=C3)C(=O)O (1-(1-oxo-2,7,8,9-tetrahydro-1H-cyclopenta[f]quinazolin-3-yl)-1H-pyrazole-4-carboxylic acid), O=C1NC(=NC2=CC3=C(C=C12)CCC3)N3N=CC(=C3)C(=O)O (1-(4-oxo-4,6,7,8-tetrahydro-3H-cyclopenta[g]quinazolin-2-yl)-1H-pyrazole-4-carboxylic acid). Reaction SMILES: O.[OH-].[Li+].O.C([O:7][C:8]([C:10]1[CH:11]=[N:12][N:13]([C:15]2[NH:24][C:23](=[O:25])[C:22]3[C:17](=[CH:18][C:19]4[CH2:28][CH2:27][CH2:26][C:20]=4[CH:21]=3)[N:16]=2)[CH:14]=1)=[O:9])C.C([O:31][C:32]([C:34]1[CH:35]=[N:36][N:37]([C:39]2[NH:48][C:47](=[O:49])[C:46]3[C:45]4[CH2:50][CH2:51][CH2:52][C:44]=4[CH:43]=[CH:42][C:41]=3[N:40]=2)[CH:38]=1)=[O:33])C>C1COCC1>[O:25]=[C:23]1[C:22]2[C:21]3[CH2:20][CH2:26][CH2:27][C:28]=3[CH:19]=[CH:18][C:17]=2[N:16]=[C:15]([N:13]2[CH:14]=[C:10]([C:8]([OH:7])=[O:9])[CH:11]=[N:12]2)[NH:24]1.[O:49]=[C:47]1[C:46]2[C:41](=[CH:42][C:43]3[CH2:44][CH2:52][CH2:51][C:50]=3[CH:45]=2)[N:40]=[C:39]([N:37]2[CH:38]=[C:34]([C:32]([OH:31])=[O:33])[CH:35]=[N:36]2)[NH:48]1 |f:0.1.2|. Procedure: Lithium hydroxide monohydrate (0.611 g, 14.6 mmol) and water (9.1 mL) were added to a 10:1 mixture of 1-(4-oxo-4,6,7,8-tetrahydro-3H-cyclopenta[g]quinazolin-2-yl)-1H-pyrazole-4-carboxylic acid ethyl ester and 1-(1-oxo-2,7,8,9-tetrahydro-1H-cyclopenta[f]quinazolin-3-yl)-1H-pyrazole-4-carboxylic acid ethyl ester (1.18 g, 0.228 mmol) in THF (13.6 mL) and the reaction mixture was stirred at room temperature for 18 h. The reaction mixture was concentrated and the residue was redissolved in water (20 ...